This data is from the Open Reaction Database (ORD), a public repository of structured organic reaction records. The task is: describe an organic reaction: reactants, conditions, products, and yield Starting materials: CC(C)(C)OC(=O)N1CCC(O)C(C#N)C1, CC(C)(C)OC(=O)N1CCC(C#N)C(O)C1, CN(C)C=O, [Cl-], [NH4+], [Na], O, S. Yields the product CC(C)(C)OC(=O)N1CCC(C(N)=S)C(O)C1. As a reaction SMILES: [C:17]([CH:18]1[CH:19]([OH:20])[CH2:21][CH2:22][N:23]([C:24]([O:25][C:26]([CH3:27])([CH3:28])[CH3:29])=[O:30])[CH2:31]1)#[N:32].[C:1](#[N:2])[CH:3]1[CH:4]([OH:16])[CH2:5][N:6]([C:9](=[O:10])[O:11][C:12]([CH3:13])([CH3:14])[CH3:15])[CH2:7][CH2:8]1.[CH3:38][N:39]([CH3:40])[CH:41]=[O:42].[Cl-:36].[NH4+:37].[Na:35].[OH2:33].[SH2:34]>>[C:1]([NH2:2])([CH:3]1[CH:4]([OH:16])[CH2:5][N:6]([C:9](=[O:10])[O:11][C:12]([CH3:13])([CH3:14])[CH3:15])[CH2:7][CH2:8]1)=[S:34].